This data is from the Open Reaction Database (ORD), a public repository of structured organic reaction records. The task is: describe an organic reaction: reactants, conditions, products, and yield Run at temperature 15 celsius, time 2 hour. Reactants: C(#N)[BH3-].[Na+] (sodium cyanoborohydride), ClC1=C(C=C2C=CNC2=C1)C (6-Chloro-5-methylindole), [OH-].[Na+] (NaOH). Reaction SMILES: [Cl:1][C:2]1[CH:10]=[C:9]2[C:5]([CH:6]=[CH:7][NH:8]2)=[CH:4][C:3]=1[CH3:11].C([BH3-])#N.[Na+].[OH-].[Na+]>C(O)(=O)C.O>[Cl:1][C:2]1[CH:10]=[C:9]2[C:5]([CH2:6][CH2:7][NH:8]2)=[CH:4][C:3]=1[CH3:11] |f:1.2,3.4|. Yield: 94.9%. Product: ClC1=C(C=C2CCNC2=C1)C (6-Chloro-5-methylindoline). The solvent is O (water), C(C)(=O)O (acetic acid). Reported procedure: 6-Chloro-5-methylindole (D9) (0.109 g, 0.66 mmol) was stirred at 15° C. in glacial acetic acid (3 ml), and sodium cyanoborohydride (0.125 g, 1.98 mmol) was added. The mixture was stirred at 15° C. for 2 h, diluted with water (40 ml), basified with solid NaOH, and extracted with ether. The extract was dried (Na2SO4) and evaporated to give the title compound (0.105 g, 95%) as a light yellow solid. Yield: 46.0%. The reactants are ClC=1C=C(C=CC1Cl)C1=CC(=NC(=C1)C)I (4-(3,4-dichloro-phenyl)-2-iodo-6-methylpyridine), BrC1=CC=C(S1)B(O)O (5-bromthiophene-2-boronic acid). Reaction SMILES: [Cl:1][C:2]1[CH:3]=[C:4]([C:9]2[CH:14]=[C:13]([CH3:15])[N:12]=[C:11](I)[CH:10]=2)[CH:5]=[CH:6][C:7]=1[Cl:8].[Br:17][C:18]1[S:22][C:21](B(O)O)=[CH:20][CH:19]=1>>[Br:17][C:18]1[S:22][C:21]([C:11]2[CH:10]=[C:9]([C:4]3[CH:5]=[CH:6][C:7]([Cl:8])=[C:2]([Cl:1])[CH:3]=3)[CH:14]=[C:13]([CH3:15])[N:12]=2)=[CH:20][CH:19]=1. Reported procedure: The title compound was prepared from 4-(3,4-dichloro-phenyl)-2-iodo-6-methylpyridine (example A.52) (1.0 g, ca. 80% pure, ca. 2.75 mmol) and commercially available 5-bromthiophene-2-boronic acid (0.568 g, 2.75 mmol) according to the general procedure IVb. Obtained as an off-white solid (0.480 g, 46%). MS (ISP) 397.9 [(M+H)+], 400.0 [(M+2+H)+], 402.1 [(M+4+H)+] and 404.2 [(M+6+H)+]. The product is BrC1=CC=C(S1)C1=NC(=CC(=C1)C1=CC(=C(C=C1)Cl)Cl)C (2-(5-Bromo-thiophen-2-yl)-4-(3,4-dichloro-phenyl)-6-methyl-pyridine), solid. Starting materials: BrC1=C2C(=NC=C1)NC=C2 (4-bromo-1H-pyrrolo[2,3-b]pyridine), P(=O)([O-])([O-])[O-].[K+].[K+].[K+] (potassium phosphate), phenylallylchloro[1,3-bis(diisopropylphenyl)-2-imidazol-2-ylidene]palladium (II), CNC1=C(C=CC=C1)B1OC(C(O1)(C)C)(C)C (N-methyl-2-(4,4,5,5-tetramethyl-1,3,2-dioxaborolan-2-yl)aniline), O1CCOCC1 (dioxane). The solvent is O (water). Reaction conditions: temperature 80 celsius. The product is CNC1=C(C=CC=C1)C1=C2C(=NC=C1)NC=C2 (N-methyl-2-(1H-pyrrolo[2,3-b]pyridin-4-yl)aniline). RXN SMILES: [CH3:1][NH:2][C:3]1[CH:8]=[CH:7][CH:6]=[CH:5][C:4]=1B1OC(C)(C)C(C)(C)O1.Br[C:19]1[CH:24]=[CH:23][N:22]=[C:21]2[NH:25][CH:26]=[CH:27][C:20]=12.P([O-])([O-])([O-])=O.[K+].[K+].[K+].O1CCOCC1>O>[CH3:1][NH:2][C:3]1[CH:8]=[CH:7][CH:6]=[CH:5][C:4]=1[C:19]1[CH:24]=[CH:23][N:22]=[C:21]2[NH:25][CH:26]=[CH:27][C:20]=12 |f:2.3.4.5|. Procedure: A 1000 mL round bottom flask containing N-methyl-2-(4,4,5,5-tetramethyl-1,3,2-dioxaborolan-2-yl)aniline (18.88 g, 81 mmol) was charged with 4-bromo-1H-pyrrolo[2,3-b]pyridine (11.40 g, 57.9 mmol), potassium phosphate (36.8 g, 174 mmol) and phenylallylchloro[1,3-bis(diisopropylphenyl)-2-imidazol-2-ylidene]palladium (II) (1.873 g, 2.89 mmol) under argon. To this was added a mixture of dioxane (400 mL) and water (100 mL) that had been degassed with argon for 30 minutes. The mixture was purged with n... The reactants are S(=O)(Cl)Cl (Thionyl chloride), OC=1C(=CC=C2C=CC=NC12)C(=O)O (8-hydroxyquinoline-7-carboxylic acid). The solvent is C(Cl)Cl (DCM). Run at time 4 hour. The product is OC=1C(=CC=C2C=CC=NC12)C(=O)Cl (8-Hydroxyquinoline-7-carbonyl chloride). Isolated yield 98.7%. As a reaction SMILES: S(Cl)([Cl:3])=O.[OH:5][C:6]1[C:7]([C:16]([OH:18])=O)=[CH:8][CH:9]=[C:10]2[C:15]=1[N:14]=[CH:13][CH:12]=[CH:11]2>C(Cl)Cl>[OH:5][C:6]1[C:7]([C:16]([Cl:3])=[O:18])=[CH:8][CH:9]=[C:10]2[C:15]=1[N:14]=[CH:13][CH:12]=[CH:11]2. Procedure details: Thionyl chloride (906 mg, 7.61 mmol) was added drop wise to a cold solution of 8-hydroxyquinoline-7-carboxylic acid (1.2 g, 6.34 mmol) in dry DCM (18 mL). The reaction mixture was allowed to warm to RT and was then stirred under nitrogen for 4 h. The reaction mixture was then concentrated to dryness affording the title compound (1.3 g, 6.26 mmol) that was used in the next steps without any further purification. Reactants: C(C1=CC=CC=C1)(=O)O[C@H]1[C@@H](O[C@@H]([C@H]1OC(C1=CC=CC=C1)=O)COC(C1=CC=CC=C1)=O)N1CN=C2C1=CN=NC2=O (1-(2,3,5-tri-O-Benzoyl-β-D-ribofuranosyl)imidazo[4,5-d]pyridazin-4-one), C[O-].[Na+] (sodium methylate). Solvent: CO (methanol). Run at temperature 20 celsius, time 2 hour. The product is [C@@H]1([C@H](O)[C@H](O)[C@H](O1)CO)N1CN=C2C1=CN=NC2=O (1-(β-D-ribofuranosyl)imidazo[4,5-d]pyridazin-4-one). The yield is 91.1%. Reaction SMILES: C([O:9][C@@H:10]1[C@H:14]([O:15]C(=O)C2C=CC=CC=2)[C@@H:13]([CH2:24][O:25]C(=O)C2C=CC=CC=2)[O:12][C@H:11]1[N:34]1[C:38]2=[CH:39][N:40]=[N:41][C:42](=[O:43])[C:37]2=[N:36][CH2:35]1)(=O)C1C=CC=CC=1.C[O-].[Na+]>CO>[C@@H:11]1([N:34]2[C:38]3=[CH:39][N:40]=[N:41][C:42](=[O:43])[C:37]3=[N:36][CH2:35]2)[O:12][C@H:13]([CH2:24][OH:25])[C@@H:14]([OH:15])[C@H:10]1[OH:9] |f:1.2|. Procedure: 1-(2,3,5-tri-O-Benzoyl-β-D-ribofuranosyl)imidazo[4,5-d]pyridazin-4-one (555 mg, 0.9 mmol) was added to a solution of sodium methylate (205 mg) in methanol (25 mL) and stirred at 20° C. for 2 hours. The reaction mixture was evaporated to dryness. The residue was dissolved in water and washed with ethyl acetate. The aqueous layer was concentrated under pressure. The crude product was purified on silica gel reverse-phase (C18) using water as eluant to give the title compound (220 mg) as a white pow... Reactants: C(C)(=O)O\N=C(/C1=C(C(=C(C=C1)OC)Cl)O)\C1=C(C(=CC=C1)F)F (E-3-chloro-2',3'-difluoro-2-hydroxy-4-methoxybenzophenone O-acetyl oxime), N#N (N2), O (Water), [H-].[Na+] (NaH). Run in CN(C)C=O (DMF), CN(C)C=O (DMF). Conditions: temperature 45 celsius. Product: ClC1=C(C=CC=2C(=NOC21)C2=C(C(=CC=C2)F)F)OC (7-chloro-3-(2,3-difluorophenyl)-6-methoxy-1,2-benzisoxazole). Reaction SMILES: [H-].[Na+].C(O/[N:7]=[C:8](/[C:19]1[CH:24]=[CH:23][CH:22]=[C:21]([F:25])[C:20]=1[F:26])\[C:9]1[CH:14]=[CH:13][C:12]([O:15][CH3:16])=[C:11]([Cl:17])[C:10]=1[OH:18])(=O)C.N#N.O>CN(C=O)C>[Cl:17][C:11]1[C:10]2[O:18][N:7]=[C:8]([C:19]3[CH:24]=[CH:23][CH:22]=[C:21]([F:25])[C:20]=3[F:26])[C:9]=2[CH:14]=[CH:13][C:12]=1[O:15][CH3:16] |f:0.1|. Procedure: To a mixture of 1.4 g of NaH in 200 ml of DMF, a solution of 19 g of E-3-chloro-2',3'-difluoro-2-hydroxy-4-methoxybenzophenone O-acetyl oxime in 200 ml of DMF is added dropwise in an atmosphere of N2. The mixture is stirred for one half hour and then warmed at 45° C. for one half hour. Water is added and a product precipitates and is filtered and dried giving 7-chloro-3-(2,3-difluorophenyl)-6-methoxy-1,2-benzisoxazole, mp 184°-189° C.